Dataset: the Open Reaction Database (ORD), a public repository of structured organic reaction records. Task: describe an organic reaction: reactants, conditions, products, and yield Starting materials: CO, [H][H], Cc1ccc(NC(=O)c2cccc(N3CCOCC3)c2)cc1[N+](=O)[O-]. Yields the product Cc1ccc(NC(=O)c2cccc(N3CCOCC3)c2)cc1N. RXN SMILES: [CH3:28][OH:29].[H:26][H:27].[N+:1]([O-:2])(=[O:3])[c:4]1[cH:5][c:6]([NH:11][C:12]([c:13]2[cH:14][c:15]([N:19]3[CH2:20][CH2:21][O:22][CH2:23][CH2:24]3)[cH:16][cH:17][cH:18]2)=[O:25])[cH:7][cH:8][c:9]1[CH3:10]>>[NH2:1][c:4]1[cH:5][c:6]([NH:11][C:12]([c:13]2[cH:14][c:15]([N:19]3[CH2:20][CH2:21][O:22][CH2:23][CH2:24]3)[cH:16][cH:17][cH:18]2)=[O:25])[cH:7][cH:8][c:9]1[CH3:10]. Starting materials: [BH4-], [Li]CCCC, C1CCOC1, [Li]C, CCOCC, CCOC(C)=O, COCOc1ccc(C2Oc3c(C#N)cc(OCOC)cc3C3CC(F)(F)CC32)cc1, [Na+], CN(C)C=O. The product is COCOc1ccc(C2Oc3c(CO)cc(OCOC)cc3C3CC(F)(F)CC32)cc1. As a reaction SMILES: [BH4-:44].[CH2:34]([Li:35])[CH2:36][CH2:37][CH3:38].[CH2:46]1[O:47][CH2:48][CH2:49][CH2:50]1.[CH3:32][Li:33].[CH3:51][CH2:52][O:53][CH2:54][CH3:55].[CH3:56][CH2:57][O:58][C:59]([CH3:60])=[O:61].[F:1][C:2]1([F:31])[CH2:3][CH:4]2[CH:5]([CH:6]([c:20]3[cH:21][cH:22][c:23]([O:26][CH2:27][O:28][CH3:29])[cH:24][cH:25]3)[O:7][c:8]3[c:9]([C:18]#[N:19])[cH:10][c:11]([O:14][CH2:15][O:16][CH3:17])[cH:12][c:13]32)[CH2:30]1.[Na+:45].[O:39]=[CH:40][N:41]([CH3:42])[CH3:43]>>[F:1][C:2]1([F:31])[CH2:3][CH:4]2[CH:5]([CH:6]([c:20]3[cH:21][cH:22][c:23]([O:26][CH2:27][O:28][CH3:29])[cH:24][cH:25]3)[O:7][c:8]3[c:9]([CH2:18][OH:39])[cH:10][c:11]([O:14][CH2:15][O:16][CH3:17])[cH:12][c:13]32)[CH2:30]1. Reactants: O=C1CCC(=O)N1Br, CCOC(C)=O, ClC(Cl)(Cl)Cl, Cc1cccc2nsnc12, CCCCCC. The product is BrCc1cccc2nsnc12. RXN SMILES: [Br:11][N:12]1[C:13](=[O:14])[CH2:15][CH2:16][C:17]1=[O:18].[C:19]([O:20][CH2:21][CH3:22])(=[O:23])[CH3:24].[C:31]([Cl:32])([Cl:33])([Cl:34])[Cl:35].[CH3:1][c:2]1[cH:3][cH:4][cH:5][c:6]2[n:7][s:8][n:9][c:10]12.[CH3:25][CH2:26][CH2:27][CH2:28][CH2:29][CH3:30]>>[CH2:1]([c:2]1[cH:3][cH:4][cH:5][c:6]2[n:7][s:8][n:9][c:10]12)[Br:11]. The reactants are C1CCC2(C1)CC(=O)OC(=O)C2 (3,3-Tetramethylene glutaric anhydride), [OH-].[Na+] (NaOH), BrBr (bromine), BrBr (bromine). Conditions: time 0.5 hour. The product is O=C1OC(C2(C1)CCCC2)C(=O)O (3-Oxo-2-oxaspiro[4,4]-nonane-1-carboxylic acid). RXN SMILES: [CH2:1]1[CH2:5][C:4]2([CH2:12][C:10](=[O:11])[O:9][C:7](=[O:8])[CH2:6]2)[CH2:3][CH2:2]1.BrBr.[OH-:15].[Na+]>>[O:8]=[C:7]1[CH2:6][C:4]2([CH2:3][CH2:2][CH2:1][CH2:5]2)[CH:12]([C:10]([OH:9])=[O:11])[O:15]1 |f:2.3|. Procedure details: 3,3-Tetramethylene glutaric anhydride (5 g, 30 mmol) was heated to 105° C. and irradiated with a sun lamp while bromine (2 ml, 38.7 mmol) was added dropwise. After the bromine color dispersed, the reaction was cooled to room temperature and 2.4M NaOH (50 ml) was added and the mixture was heated to reflux for 2 hours. The solution was cooled to room temperature and the pH was adjusted to pH 2 and stirred in a ice water bath for 0.5 hour. The precipitate (unreacted 3,3-tetrametylene glutaric acid)... The reactants are ClC1=CC=2C3=C(N(C2C=C1)CC(O)(C1=CC=C(C=C1)F)C1CC1)CCN(C3)C (2-(8-Chloro-1,2,3,4-tetrahydro-2-methylpyrido[4,3-b]indol-5-yl)-1-cyclopropyl-1-(4-fluorophenyl)ethanol), S(O)(O)(=O)=O (sulfuric acid), [OH-].[K+] (KOH). Conditions: temperature 5 celsius. The product is ClC1=CC=2C3=C(N(C2C=C1)\C=C(/C1=CC=C(C=C1)F)\C1CC1)CCN(C3)C ((Z)-8-chloro-5-(2-cyclopropyl-2-(4-fluorophenyl)vinyl)-2-methyl-2,3,4,5-tetrahydro-1H-pyrido[4,3-b]indole). Reaction SMILES: [Cl:1][C:2]1[CH:10]=[CH:9][C:8]2[N:7]([CH2:11][C:12]([CH:21]3[CH2:23][CH2:22]3)([C:14]3[CH:19]=[CH:18][C:17]([F:20])=[CH:16][CH:15]=3)O)[C:6]3[CH2:24][CH2:25][N:26]([CH3:28])[CH2:27][C:5]=3[C:4]=2[CH:3]=1.S(=O)(=O)(O)O.[OH-].[K+]>>[Cl:1][C:2]1[CH:10]=[CH:9][C:8]2[N:7](/[CH:11]=[C:12](/[CH:21]3[CH2:22][CH2:23]3)\[C:14]3[CH:19]=[CH:18][C:17]([F:20])=[CH:16][CH:15]=3)[C:6]3[CH2:24][CH2:25][N:26]([CH3:28])[CH2:27][C:5]=3[C:4]=2[CH:3]=1 |f:2.3|. Reported procedure: 2-(8-Chloro-1,2,3,4-tetrahydro-2-methylpyrido[4,3-b]indol-5-yl)-1-cyclopropyl-1-(4-fluorophenyl)ethanol (1 g, 2.51 mmol, 1 equiv) was refluxed with 25% sulfuric acid (7 mL) for 2 h. The reaction mixture was cooled to 5° C. KOH (15% aqueous solution) was added dropwise to the reaction mixture until pH 9-10. The reaction mixture was extracted with EtOAc (3×10 mL). The combined organic layer was washed with water (10 mL) followed by brine, dried over sodium sulfate and evaporated under vacuum. The ... The reactants are NC[C@@H]1[C@H]2C[C@H]2CN1C(=O)C=1N=C(SC1C=1C=C(C=CC1)C)C (((1S,2S,5R)-2-Aminomethyl-3-aza-bicyclo[3.1.0]hex-3-yl)-(2-methyl-5-m-tolyl-thiazol-4-yl)-methanone), CC1=C(C=C(C(=O)O)C=C1)C(F)(F)F (4-Methyl-3-trifluoromethyl-benzoic acid). The product is CC1=C(C=C(C(=O)NC[C@@H]2[C@H]3C[C@H]3CN2C(=O)C=2N=C(SC2C=2C=C(C=CC2)C)C)C=C1)C(F)(F)F (4-Methyl-N-[(1S,2S,5R)-3-(2-methyl-5-m-tolyl-thiazole-4-carbonyl)-3-aza-bicyclo[3.1.0]hex-2-ylmethyl]-3-trifluoromethyl-benzamide). As a reaction SMILES: [NH2:1][CH2:2][C@H:3]1[N:8]([C:9]([C:11]2[N:12]=[C:13]([CH3:23])[S:14][C:15]=2[C:16]2[CH:17]=[C:18]([CH3:22])[CH:19]=[CH:20][CH:21]=2)=[O:10])[CH2:7][C@H:6]2[C@@H:4]1[CH2:5]2.[CH3:24][C:25]1[CH:33]=[CH:32][C:28]([C:29](O)=[O:30])=[CH:27][C:26]=1[C:34]([F:37])([F:36])[F:35]>>[CH3:24][C:25]1[CH:33]=[CH:32][C:28]([C:29]([NH:1][CH2:2][C@H:3]2[N:8]([C:9]([C:11]3[N:12]=[C:13]([CH3:23])[S:14][C:15]=3[C:16]3[CH:17]=[C:18]([CH3:22])[CH:19]=[CH:20][CH:21]=3)=[O:10])[CH2:7][C@H:6]3[C@@H:4]2[CH2:5]3)=[O:30])=[CH:27][C:26]=1[C:34]([F:35])([F:36])[F:37]. Reported procedure: prepared by reaction of ((1S,2S,5R)-2-Aminomethyl-3-aza-bicyclo[3.1.0]hex-3-yl)-(2-methyl-5-m-tolyl-thiazol-4-yl)-methanone with 4-Methyl-3-trifluoromethyl-benzoic acid. LC-MS (basic): tR=1.00 min; [M+H]+=514.1.